This data is from the Open Reaction Database (ORD), a public repository of structured organic reaction records. The task is: describe an organic reaction: reactants, conditions, products, and yield Reactants: C(CCC)N1C(NC(C(=C1N)N)=O)=O (1-butyl-5,6-diamino-2,4-(1H,3H)-pyrimidinedione), C(C)(=O)O (acetic acid). Product: C(CCC)N1C(NC(C=2NC(=NC12)C)=O)=O (3,7-dihydro-3-butyl-8-methyl-1H-purine-2,6-dione). Reaction SMILES: [CH2:1]([N:5]1[C:10]([NH2:11])=[C:9]([NH2:12])[C:8](=[O:13])[NH:7][C:6]1=[O:14])[CH2:2][CH2:3][CH3:4].[C:15](O)(=O)[CH3:16]>>[CH2:1]([N:5]1[C:10]2[N:11]=[C:15]([CH3:16])[NH:12][C:9]=2[C:8](=[O:13])[NH:7][C:6]1=[O:14])[CH2:2][CH2:3][CH3:4]. Procedure details: A solution of 7.6 g of 1-butyl-5,6-diamino-2,4-(1H,3H)-pyrimidinedione in 20 ml of acetic acid was refluxed for 2 hours. The solution was evaporated. The residue was refluxed in 40 ml of 2N NaOH for 2 hours and then neutralized with 5N HCl. The crystals were filtered off and recrystallized from 350 ml ethanol. Starting materials: C(C)(C)C1=NN2C(C=CC=C2)=C1C(C(C)C)OCC1CO1 (2-isopropyl-3-[1-(2,3-epoxypropoxy)-2-methylpropyl]pyrazolo[1,5-a]pyridine), [H-].[Al+3].[Li+].[H-].[H-].[H-] (lithium aluminum hydride), O (water), [OH-].[Na+] (sodium hydroxide). Run in O1CCCC1 (tetrahydrofuran), O1CCCC1 (tetrahydrofuran), CCOCC (ether). Conditions: time 40 minute. Yields the product C(C)(C)C1=NN2C(C=CC=C2)=C1C(C(C)C)OCC(C)O (2-Isopropyl-3-[1-(2-hydroxypropoxy)-2-methylpropyl]pyrazolo[1,5-a]pyridine). The yield is 83.4%. As a reaction SMILES: [CH:1]([C:4]1[C:12]([CH:13]([O:17][CH2:18][CH:19]2[O:21][CH2:20]2)[CH:14]([CH3:16])[CH3:15])=[C:7]2[CH:8]=[CH:9][CH:10]=[CH:11][N:6]2[N:5]=1)([CH3:3])[CH3:2].[H-].[Al+3].[Li+].[H-].[H-].[H-].[OH-].[Na+].O>O1CCCC1.CCOCC>[CH:1]([C:4]1[C:12]([CH:13]([O:17][CH2:18][CH:19]([OH:21])[CH3:20])[CH:14]([CH3:15])[CH3:16])=[C:7]2[CH:8]=[CH:9][CH:10]=[CH:11][N:6]2[N:5]=1)([CH3:2])[CH3:3] |f:1.2.3.4.5.6,7.8|. Procedure: A solution of 1 g of 2-isopropyl-3-[1-(2,3-epoxypropoxy)-2-methylpropyl]pyrazolo[1,5-a]pyridine (Example 34) in 10 ml of tetrahydrofuran was added to a suspension of 330 mg of lithium aluminum hydride in 10 ml of dry tetrahydrofuran under cooling. The mixture was stirred for 40 minutes, followed by addition of 1 ml of aqueous 15% sodium hydroxide solution with cooling, 3 ml of water and an adequate amount of ether successively. The resulting precipitates were filtered off and the filtrate was ex... Procedure details: Using 1 g of the compound from step 3 and 388 mg of alanine benzyl ester, the expected compound is obtained according to the protocol in step 4 of example 3. White solid. Yields the product C(C1=CC=CC=C1)OC(C(C)NC(C(CP(=O)(C(C)NC(=O)OC(C)OC(C(C)C)=O)O)CC1=CC=C(C=C1)Br)=O)=O (2-(2-(4-bromo-benzyl)-3-{hydroxy-[1-(1-isobutyryloxy-ethoxycarbonylamino)-ethyl]-phosphinoyl}-propionylamino)-propionic acid benzyl ester). Starting materials: BrC1=CC=C(CC(C(=O)O)CP(=O)(C(C)NC(=O)OC(C)OC(C(C)C)=O)O)C=C1 (2-(4-bromo-benzyl)-3-{hydroxy-[1-(1-isobutyryloxy-ethoxycarbonylamino)-ethyl]-phosphinoyl}-propionic acid), C(C1=CC=CC=C1)OC([C@@H](N)C)=O (alanine benzyl ester). As a reaction SMILES: [Br:1][C:2]1[CH:30]=[CH:29][C:5]([CH2:6][CH:7]([CH2:11][P:12]([OH:28])([CH:14]([NH:16][C:17]([O:19][CH:20]([O:22][C:23](=[O:27])[CH:24]([CH3:26])[CH3:25])[CH3:21])=[O:18])[CH3:15])=[O:13])[C:8](O)=[O:9])=[CH:4][CH:3]=1.[CH2:31]([O:38][C:39](=[O:43])[C@H:40]([CH3:42])[NH2:41])[C:32]1[CH:37]=[CH:36][CH:35]=[CH:34][CH:33]=1>>[CH2:31]([O:38][C:39](=[O:43])[CH:40]([NH:41][C:8](=[O:9])[CH:7]([CH2:6][C:5]1[CH:29]=[CH:30][C:2]([Br:1])=[CH:3][CH:4]=1)[CH2:11][P:12]([OH:28])([CH:14]([NH:16][C:17]([O:19][CH:20]([O:22][C:23](=[O:27])[CH:24]([CH3:26])[CH3:25])[CH3:21])=[O:18])[CH3:15])=[O:13])[CH3:42])[C:32]1[CH:37]=[CH:36][CH:35]=[CH:34][CH:33]=1. Reactants: [OH-].[Li+] (lithium hydroxide), [N+](=O)([O-])C=1C=C(C(=O)O)C=C(C1OC1=CC=CC=C1)S(N)(=O)=O (3-Nitro-4-phenoxy-5-sulphamyl-benzoic acid), C(C)(=O)OC(C)=O (acetic anhydride), [OH-].[Li+] (lithium hydroxide). Solvent: O (water). Product: C(C)(=O)NS(=O)(=O)C=1C(=C(C=C(C(=O)O)C1)[N+](=O)[O-])OC1=CC=CC=C1 (5-acetylsulphamyl-3-nitro-4-phenoxy-benzoic acid). As a reaction SMILES: [N+:1]([C:4]1[CH:5]=[C:6]([CH:10]=[C:11]([S:20](=[O:23])(=[O:22])[NH2:21])[C:12]=1[O:13][C:14]1[CH:19]=[CH:18][CH:17]=[CH:16][CH:15]=1)[C:7]([OH:9])=[O:8])([O-:3])=[O:2].[OH-].[Li+].[C:26](OC(=O)C)(=[O:28])[CH3:27]>O>[C:26]([NH:21][S:20]([C:11]1[C:12]([O:13][C:14]2[CH:19]=[CH:18][CH:17]=[CH:16][CH:15]=2)=[C:4]([N+:1]([O-:3])=[O:2])[CH:5]=[C:6]([CH:10]=1)[C:7]([OH:9])=[O:8])(=[O:23])=[O:22])(=[O:28])[CH3:27] |f:1.2|. Procedure: 3-Nitro-4-phenoxy-5-sulphamyl-benzoic acid (10 g) was dissolved in water (250 ml) by adjusting the pH to 8 by addition of 1N lithium hydroxide. Then acetic anhydride (12 g) was added dropwise, while stirring and keeping the pH constant at pH 9 by means of 1N lithium hydroxide, using an automatic titrator. After the acetic anhydride was consumed, the reaction mixture was acidified by addition of 4N hydrochloric acid. The precipitated 5-acetylsulphamyl-3-nitro-4-phenoxy-benzoic acid was isolated b... Reactants: OC1=C2C(C(N(C2=CC=C1)C)=O)C (1,3-dihydro-4-hydroxy-1,3-dimethyl-2H-indol-2-one), C([O-])([O-])=O.[K+].[K+] (potassium carbonate), COS(=O)(=O)OC (dimethylsulfate). Run in CC(=O)C (acetone). The product is COC1=C2C(C(N(C2=CC=C1)C)=O)C (1,3-Dihydro-4-methoxy-1,3-dimethyl-2H-indol-2-one). Yield: 86.2%. As a reaction SMILES: [OH:1][C:2]1[CH:10]=[CH:9][CH:8]=[C:7]2[C:3]=1[CH:4]([CH3:13])[C:5](=[O:12])[N:6]2[CH3:11].[C:14](=O)([O-])[O-].[K+].[K+].COS(OC)(=O)=O>CC(C)=O>[CH3:14][O:1][C:2]1[CH:10]=[CH:9][CH:8]=[C:7]2[C:3]=1[CH:4]([CH3:13])[C:5](=[O:12])[N:6]2[CH3:11] |f:1.2.3|. Reported procedure: A slurry of 1,3-dihydro-4-hydroxy-1,3-dimethyl-2H-indol-2-one (50 g), milled potassium carbonate (60.1 g) and HPLC grade acetone (400 ml) was mechanically stirred at room temperature as dimethylsulfate (41.4 ml) was added dropwise. The addition funnel was replaced with a condenser and the slurry was refluxed for 18 hours. The K2CO3 was filtered off and washed well with acetone. Acetone was evaporated and the residue was purified by column chromatography to yield 46.5 g of an oil. The oil was dis... The reactants are O (water), [OH-].[K+] (potassium hydroxide), C(C)C(C(=O)Cl)CCCC (2-ethylhexanoyl chloride), O (water), O (water), C(C)(C)(C)OO (tert-butyl hydroperoxide), [OH-].[K+] (potassium hydroxide), O (water), Cl (hydrochloric acid), O (water), C(C)(C)(C)OO (tert-butyl hydroperoxide). The product is CCCC1C(OO1)(CC)C(=O)OC(C)(C)C (tert-butyl peroxy-2-ethylhexanoate). Isolated yield 98.5%. RXN SMILES: [C:1]([O:5]O)([CH3:4])([CH3:3])[CH3:2].[OH-:7].[K+].[CH2:9]([CH:11]([CH2:15][CH2:16][CH2:17][CH3:18])[C:12](Cl)=[O:13])[CH3:10].Cl.[OH2:20]>>[CH3:18][CH2:17][CH2:16][CH:15]1[O:20][O:7][C:11]1([C:12]([O:5][C:1]([CH3:2])([CH3:3])[CH3:4])=[O:13])[CH2:9][CH3:10] |f:1.2|. Procedure: Before the start of the reaction, the loop reactor is filled with a solution of 25.8% by weight of tert-butyl hydroperoxide and 16.4% by weight of potassium hydroxide. Initially 24.6 kg/h of a solution of 70% by weight of tert-butyl hydroperoxide in water, 24.0 kg/h of a solution of 45% by weight of potassium hydroxide in water, 17.4 kg/h of water and 24.0 kg/h of 2-ethylhexanoyl chloride are then fed to the loop reactor. Cooling with cooling water keeps the internal temperature at 35° C. in the...